The task is: describe an organic reaction: reactants, conditions, products, and yield. This data is from the Open Reaction Database (ORD), a public repository of structured organic reaction records. RXN SMILES: [Br:26].[CH3:27][C:28]([OH:29])=[O:30].[CH:1]1([O:6][c:7]2[cH:8][c:9](-[c:15]3[o:16][c:17](-[c:20]4[n:21][cH:22][cH:23][cH:24][cH:25]4)[cH:18][cH:19]3)[cH:10][cH:11][c:12]2[O:13][CH3:14])[CH2:2][CH2:3][CH2:4][CH2:5]1>>[CH:1]1([O:6][c:7]2[cH:8][c:9](-[c:15]3[o:16][c:17](-[c:20]4[n:21][cH:22][cH:23][cH:24][cH:25]4)[cH:18][c:19]3[O:30][C:28]([CH3:27])=[O:29])[cH:10][cH:11][c:12]2[O:13][CH3:14])[CH2:2][CH2:3][CH2:4][CH2:5]1. Reactants: Br, CC(=O)O, COc1ccc(-c2ccc(-c3ccccn3)o2)cc1OC1CCCC1. Yields the product COc1ccc(-c2oc(-c3ccccn3)cc2OC(C)=O)cc1OC1CCCC1. Starting materials: C(#N)C1=NC(=CC(=C1)OC)OC1=CC(=CC=C1)OC(F)(F)F (2-cyano-4-methoxy-6-[3-(trifluoromethoxy)phenoxy] pyridine), O (water), C(C)(=O)OCC.O (ethyl acetate water). Run in Cl (hydrochloric acid). Conditions: temperature 100 celsius, time 4 hour. The product is COC1=CC(=NC(=C1)OC1=CC(=CC=C1)OC(F)(F)F)C(=O)O (4-methoxy-6-[3-(trifluoromethoxy)phenoxy] picolinic acid). RXN SMILES: [C:1]([C:3]1[CH:8]=[C:7]([O:9][CH3:10])[CH:6]=[C:5]([O:11][C:12]2[CH:17]=[CH:16][CH:15]=[C:14]([O:18][C:19]([F:22])([F:21])[F:20])[CH:13]=2)[N:4]=1)#N.[OH2:23].C(OCC)(=O)C.[OH2:30]>Cl>[CH3:10][O:9][C:7]1[CH:6]=[C:5]([O:11][C:12]2[CH:17]=[CH:16][CH:15]=[C:14]([O:18][C:19]([F:22])([F:21])[F:20])[CH:13]=2)[N:4]=[C:3]([C:1]([OH:30])=[O:23])[CH:8]=1 |f:2.3|. Procedure details: 2-cyano-4-methoxy-6-[3-(trifluoromethoxy)phenoxy] pyridine (1.72 g, 0.0055 mol) was suspended in about 15 ml of concentrated hydrochloric acid. The obtained suspension was stirred at about 100° C. for about 4 hours. After being allowed to stand for cooling, the obtained reaction solution was mixed with water, and then distributed in ethyl acetate-water. The organic phase separated from the solution was washed with saturated brine, dried with anhydrous sodium sulfate and then concentrated, thereb... The reactants are C(C1=CC=CC=C1)OC=1C=C(C=C2C=C(NC12)C1=NN=C(S1)C(=O)OCC)OC1=CC=C(C=C1)S(=O)(=O)C (Ethyl 5-{7-(benzyloxy)-5-[4-(methylsulfonyl)phenoxy]-1H-indol-2-yl}-1,3,4-thiadiazole-2-carboxylate), [BH4-].[Na+] (sodium borohydride), O (Water), Cl (hydrochloric acid). The solvent is C(C)(=O)OCC (ethyl acetate), O1CCCC1 (tetrahydrofuran), CO (methanol), CCCCCC (hexane). Conditions: time 40 minute. The product is C(C1=CC=CC=C1)OC=1C=C(C=C2C=C(NC12)C1=NN=C(S1)CO)OC1=CC=C(C=C1)S(=O)(=O)C ((5-{7-(Benzyloxy)-5-[4-(methylsulfonyl)phenoxy]-1H-indol-2-yl}-1,3,4-thiadiazol-2-yl)methanol). Yield: 103.6%. RXN SMILES: [CH2:1]([O:8][C:9]1[CH:10]=[C:11]([O:28][C:29]2[CH:34]=[CH:33][C:32]([S:35]([CH3:38])(=[O:37])=[O:36])=[CH:31][CH:30]=2)[CH:12]=[C:13]2[C:17]=1[NH:16][C:15]([C:18]1[S:22][C:21]([C:23](OCC)=[O:24])=[N:20][N:19]=1)=[CH:14]2)[C:2]1[CH:7]=[CH:6][CH:5]=[CH:4][CH:3]=1.[BH4-].[Na+].O.Cl>O1CCCC1.CO.CCCCCC.C(OCC)(=O)C>[CH2:1]([O:8][C:9]1[CH:10]=[C:11]([O:28][C:29]2[CH:30]=[CH:31][C:32]([S:35]([CH3:38])(=[O:36])=[O:37])=[CH:33][CH:34]=2)[CH:12]=[C:13]2[C:17]=1[NH:16][C:15]([C:18]1[S:22][C:21]([CH2:23][OH:24])=[N:20][N:19]=1)=[CH:14]2)[C:2]1[CH:7]=[CH:6][CH:5]=[CH:4][CH:3]=1 |f:1.2|. Procedure details: Ethyl 5-{7-(benzyloxy)-5-[4-(methylsulfonyl)phenoxy]-1H-indol-2-yl}-1,3,4-thiadiazole-2-carboxylate (230 mg) was dissolved in a mixed solvent of tetrahydrofuran (8 mL)-methanol (2 mL), sodium borohydride (32 mg) was added under ice-cooling, and the mixture was stirred for 40 min. Water and 1M hydrochloric acid were added to the reaction mixture, and the mixture was subjected to extraction with ethyl acetate. The organic layer was washed successively with saturated aqueous sodium hydrogen carbona... The reactants are CC1(OC(=CCC1)C)CO (3,4-dihydro-2,6-dimethyl-2H-pyran-2-methanol), C(C1=CC=CC=C1)Cl (benzyl chloride). Reagents/catalysts: S(=O)(=O)(O)[O-].C(CCC)[N+](CCCC)(CCCC)CCCC (tetrabutylammonium hydrogen sulfate). The solvent is [OH-].[Na+] (sodium hydroxide), C(Cl)Cl (methylene chloride), C(Cl)Cl (methylene chloride), O (water). Conditions: time 21 hour. The product is CC1(OC(=CCC1)C)COCC1=CC=CC=C1 (3,4-Dihydro-2,6-dimethyl-2-[(phenylmethoxy)methyl]-2H-pyran). Isolated yield 80.2%. Reaction SMILES: [CH3:1][C:2]1([CH2:9][OH:10])[CH2:7][CH2:6][CH:5]=[C:4]([CH3:8])[O:3]1.[CH2:11](Cl)[C:12]1[CH:17]=[CH:16][CH:15]=[CH:14][CH:13]=1>[OH-].[Na+].C(Cl)Cl.S([O-])(O)(=O)=O.C([N+](CCCC)(CCCC)CCCC)CCC.O>[CH3:1][C:2]1([CH2:9][O:10][CH2:11][C:12]2[CH:17]=[CH:16][CH:15]=[CH:14][CH:13]=2)[CH2:7][CH2:6][CH:5]=[C:4]([CH3:8])[O:3]1 |f:2.3,5.6|. Procedure details: A mixture of 3,4-dihydro-2,6-dimethyl-2H-pyran-2-methanol (5.8 g) and benzyl chloride (5.2 g) in 50% aqueous sodium hydroxide (16 g) and 10 ml methylene chloride was treated with 0.7 g tetrabutylammonium hydrogen sulfate. After stirring vigorously for 21 hours at room temperature, the mixture was diluted with more methylene chloride and water to facilitate phase separation. The organic phase was separated, washed with water, dried over potassium carbonate and concentrated. Distillation gave 7.6 ...